Task: describe an organic reaction: reactants, conditions, products, and yield. Dataset: the Open Reaction Database (ORD), a public repository of structured organic reaction records Starting materials: CCO, CCOC(=O)N1CC(C)C(NC)C(C)C1, [Na+], [OH-]. Yields the product CNC1C(C)CNCC1C. Reaction SMILES: [CH2:18]([OH:19])[CH3:20].[CH3:1][NH:2][CH:3]1[CH:4]([CH3:15])[CH2:5][N:6]([C:10]([O:11][CH2:12][CH3:13])=[O:14])[CH2:7][CH:8]1[CH3:9].[Na+:17].[OH-:16]>>[CH3:1][NH:2][CH:3]1[CH:4]([CH3:15])[CH2:5][NH:6][CH2:7][CH:8]1[CH3:9]. The reactants are O=C1NC(=O)c2ccccc21, CN(C)C=O, C=C(CCl)CCl, [K]. Yields the product C=C(CCl)CN1C(=O)c2ccccc2C1=O. RXN SMILES: [C:7]1(=[O:17])[c:8]2[c:9]([cH:13][cH:14][cH:15][cH:16]2)[C:10](=[O:12])[NH:11]1.[CH3:19][N:20]([CH3:21])[CH:22]=[O:23].[Cl:1][CH2:2][C:3](=[CH2:4])[CH2:5][Cl:6].[K:18]>>[Cl:1][CH2:2][C:3](=[CH2:4])[CH2:5][N:11]1[C:7](=[O:17])[c:8]2[c:9]([cH:13][cH:14][cH:15][cH:16]2)[C:10]1=[O:12].